Dataset: the Open Reaction Database (ORD), a public repository of structured organic reaction records. Task: describe an organic reaction: reactants, conditions, products, and yield Starting materials: ClC=1C=C(C(O)=CC1Cl)O (4,5-dichlorocatechol), C([O-])([O-])=O.[K+].[K+] (potassium carbonate), CI (methyl iodide). Yield: 45.2%. Reaction conditions: temperature 130 celsius, time 20 hour. Run in CN(C=O)C (N,N-dimethylformamide), C(C)(=O)OCC (ethyl acetate). Reported procedure: A suspension of 4,5-dichlorocatechol (1 g, 5.62 mmol), potassium carbonate (780 mg, 5.62 mmol), and methyl iodide (0.34 mL, 5.62 mmol) in N,N-dimethylformamide (20 mL) was stirred rapidly at 130° C. for 20 hours, under a nitrogen atmosphere. The reaction mixture was allowed to cool to room temperature before diluting with ethyl acetate (50 mL). The mixture was washed with water (50 mL), saturated aqueous sodium bicarbonate (50 mL), and saturated brine solution (50 mL). The organic layer was sepa... Yields the product ClC1=CC(=C(C=C1Cl)O)OC (4,5-dichloro-2-methoxyphenol). RXN SMILES: [Cl:1][C:2]1[CH:3]=[C:4]([OH:10])[C:5](=[CH:7][C:8]=1[Cl:9])[OH:6].[C:11](=O)([O-])[O-].[K+].[K+].CI>CN(C)C=O.C(OCC)(=O)C>[Cl:1][C:2]1[C:8]([Cl:9])=[CH:7][C:5]([OH:6])=[C:4]([O:10][CH3:11])[CH:3]=1 |f:1.2.3|. The reactants are CCN=C=NCCCN(C)C, CCN(C(C)C)C(C)C, Clc1ccccc1NC1CCNCC1, Cl, Cl, Cl, O=C(O)CNC(=O)c1cc(-c2ccccc2C(F)(F)F)[nH]n1, CN(C)C=O, O, On1nnc2ccccc21. Product: O=C(NCC(=O)N1CCC(Nc2ccccc2Cl)CC1)c1cc(-c2ccccc2C(F)(F)F)[nH]n1. RXN SMILES: [CH3:42][CH2:43][N:44]=[C:45]=[N:46][CH2:47][CH2:48][CH2:49][N:50]([CH3:51])[CH3:52].[CH:1]([N:2]([CH2:3][CH3:4])[CH:5]([CH3:6])[CH3:7])([CH3:8])[CH3:9].[Cl:56][c:57]1[c:58]([NH:63][CH:64]2[CH2:65][CH2:66][NH:67][CH2:68][CH2:69]2)[cH:59][cH:60][cH:61][cH:62]1.[ClH:53].[ClH:54].[ClH:55].[F:10][C:11]([c:12]1[c:13](-[c:18]2[cH:19][c:20]([C:23](=[O:24])[NH:25][CH2:26][C:27](=[O:28])[OH:29])[n:21][nH:22]2)[cH:14][cH:15][cH:16][cH:17]1)([F:30])[F:31].[O:70]=[CH:71][N:72]([CH3:73])[CH3:74].[OH2:75].[OH:32][n:33]1[c:34]2[c:35]([cH:36][cH:37][cH:38][cH:39]2)[n:40][n:41]1>>[F:10][C:11]([c:12]1[c:13](-[c:18]2[cH:19][c:20]([C:23](=[O:24])[NH:25][CH2:26][C:27](=[O:29])[N:67]3[CH2:66][CH2:65][CH:64]([NH:63][c:58]4[c:57]([Cl:56])[cH:62][cH:61][cH:60][cH:59]4)[CH2:69][CH2:68]3)[n:21][nH:22]2)[cH:14][cH:15][cH:16][cH:17]1)([F:30])[F:31]. Starting materials: CCCI, COc1ccc(-c2cc(=O)n(C)c(=O)[nH]2)cc1OC, CN(C)C=O, [H-], [Na+], O. Yields the product CCCOc1nc(-c2ccc(OC)c(OC)c2)cc(=O)n1C. Reaction SMILES: [CH2:22]([CH2:23][CH3:24])[I:25].[CH3:1][O:2][c:3]1[cH:4][c:5](-[c:11]2[cH:12][c:13](=[O:19])[n:14]([CH3:18])[c:15](=[O:17])[nH:16]2)[cH:6][cH:7][c:8]1[O:9][CH3:10].[CH3:27][N:28]([CH3:29])[CH:30]=[O:31].[H-:20].[Na+:21].[OH2:26]>>[CH3:1][O:2][c:3]1[cH:4][c:5](-[c:11]2[cH:12][c:13](=[O:19])[n:14]([CH3:18])[c:15]([O:17][CH2:22][CH2:23][CH3:24])[n:16]2)[cH:6][cH:7][c:8]1[O:9][CH3:10]. The reactants are ClC1=CC=C(C=C1)C=1N=C2N(C=CC=C2)C1CN1C(N=C(C=C1)NCC)=O (1-((2-(4-chlorophenyl)imidazo[1,2-a]pyridin-3-yl)methyl)-4-(ethylamino)pyrimidin-2(1H)-one), ClC1=NC(N(C=C1)CC1=C(N=C2N1C=CC=C2)C2=CC=C(C=C2)Cl)=O (4-chloro-1-((2-(4-chlorophenyl)imidazo[1,2-a]pyridin-3-yl)methyl)pyrimidin-2(1H)-one), N1N=CN=C1 (1H-1,2,4-triazole). Solvent: CN(C)C=O (DMF). The product is ClC1=CC=C(C=C1)C=1N=C2N(C=CC=C2)C1CN1C(N=C(C=C1)N1N=CN=C1)=O (1-((2-(4-chlorophenyl)imidazo[1,2-a]pyridin-3-yl)methyl)-4-(1H-1,2,4-triazol-1-yl)pyrimidin-2(1H)-one). Reaction SMILES: [Cl:1][C:2]1[CH:7]=[CH:6][C:5]([C:8]2[N:9]=[C:10]3[CH:15]=[CH:14][CH:13]=[CH:12][N:11]3[C:16]=2[CH2:17][N:18]2[CH:23]=[CH:22][C:21]([NH:24][CH2:25]C)=[N:20][C:19]2=[O:27])=[CH:4][CH:3]=1.ClC1C=C[N:32](CC2N3C=CC=CC3=NC=2C2C=CC(Cl)=CC=2)[C:31](=O)[N:30]=1.N1C=NC=N1>CN(C=O)C>[Cl:1][C:2]1[CH:7]=[CH:6][C:5]([C:8]2[N:9]=[C:10]3[CH:15]=[CH:14][CH:13]=[CH:12][N:11]3[C:16]=2[CH2:17][N:18]2[CH:23]=[CH:22][C:21]([N:24]3[CH:25]=[N:32][CH:31]=[N:30]3)=[N:20][C:19]2=[O:27])=[CH:4][CH:3]=1. Reported procedure: The title compound was prepared according to the experimental for compound 132 from 4-chloro-1-((2-(4-chlorophenyl)imidazo[1,2-a]pyridin-3-yl)methyl)pyrimidin-2(1H)-one and 1H-1,2,4-triazole in DMF. M/e+ 404 for C20H15ClN7O (M+H)+; 1H-NMR (400 MHz, CDCl3) δ 9.24 (d, J=1.8 Hz, 1H), 8.33 (d, J=6.6 Hz, 1H), 8.18 (d, J=1.8 Hz, 2H), 8.06 (d, J=1.8 Hz, 1H), 7.67 (m, 1H), 7.66 (dd, J=8.4, 1.8 Hz, 1H), 7.49 (dd, J=8.4, 1.8 Hz, 2H), 7.34 (m, 1H), 6.95 (t, J=6.6 Hz, 1H), 6.90 (dd, J=7.3, 1.8 Hz, 1H), 5.27... Starting materials: C(C(=O)Cl)(=O)Cl (Oxalyl chloride), COC1=NC2=CC=C(C=C2C=C1)C(=O)O (2-methoxyquinoline-6-carboxylic acid), CN(C)C=O (DMF). Run in ClCCl (dichloromethane). Product: COC1=NC2=CC=C(C=C2C=C1)C(=O)N (2-methoxyquinoline-6-carboxylic acid amide). RXN SMILES: C(Cl)(=O)C(Cl)=O.[CH3:7][O:8][C:9]1[CH:18]=[CH:17][C:16]2[C:11](=[CH:12][CH:13]=[C:14]([C:19]([OH:21])=O)[CH:15]=2)[N:10]=1.C[N:23](C=O)C>ClCCl>[CH3:7][O:8][C:9]1[CH:18]=[CH:17][C:16]2[C:11](=[CH:12][CH:13]=[C:14]([C:19]([NH2:23])=[O:21])[CH:15]=2)[N:10]=1. Procedure details: Oxalyl chloride (10.3 cm3) was added dropwise to a stirred solution of 2-methoxyquinoline-6-carboxylic acid (12.0 g) in dichloromethane (100 cm3) and DMF (0.1 g) at 0°. The mixture was warmed to room temperature and after 2 hours volatile material was removed in vacuo. The residue was taken into dichloromethane (100 cm3), cooled to 0° and treated cautiously with aqueous ammonia solution (30 cm3 of S.G. 0.880). After 2 hours the mixture was concentrated in vacuo and the solid residue was recrysta...